Dataset: the Open Reaction Database (ORD), a public repository of structured organic reaction records. Task: describe an organic reaction: reactants, conditions, products, and yield The reactants are [OH-].[Na+] (sodium hydroxide), reduced iron, Cl (hydrochloric acid), ClC1=C(C=CC=2CCN(CCC21)C(=O)OCC)[N+](=O)[O-] (ethyl 6-chloro-7-nitro-1,2,4,5-tetrahydro-3H-3-benzazepine-3-carboxylate). Run in CCO (EtOH). Yields the product NC1=C(C2=C(CCN(CC2)C(=O)OCC)C=C1)Cl (ethyl 7-amino-6-chloro-1,2,4,5-tetrahydro-3H-3-benzazepine-3-carboxylate). The yield is 99.3%. RXN SMILES: [Cl:1][C:2]1[C:12]2[CH2:11][CH2:10][N:9]([C:13]([O:15][CH2:16][CH3:17])=[O:14])[CH2:8][CH2:7][C:6]=2[CH:5]=[CH:4][C:3]=1[N+:18]([O-])=O.Cl.[OH-].[Na+]>CCO>[NH2:18][C:3]1[CH:4]=[CH:5][C:6]2[CH2:7][CH2:8][N:9]([C:13]([O:15][CH2:16][CH3:17])=[O:14])[CH2:10][CH2:11][C:12]=2[C:2]=1[Cl:1] |f:2.3|. Reported procedure: To 6.431 g of ethyl 6-chloro-7-nitro-1,2,4,5-tetrahydro-3H-3-benzazepine-3-carboxylate was added 120 ml of EtOH, followed by stirring at 60° C. for dissolution, and 12.15 g of reduced iron and 60 ml of 1 M hydrochloric acid were added thereto, followed by heating and refluxing for 1 hour. The reaction mixture was alkalified by the addition of a 1 M aqueous sodium hydroxide solution and then filtered through celite, and then the organic solvent was evaporated under reduced pressure. The residue w... The product is COC(=O)NC(Cc1ccccc1)C(O)CCl. RXN SMILES: [CH2:1]([c:2]1[cH:3][cH:4][cH:5][cH:6][cH:7]1)[CH:8]([C:9]([CH2:10][Cl:11])=[O:12])[NH:13][C:14]([O:15][CH3:16])=[O:17].[CH3:20][CH2:21][OH:22].[ClH:18].[OH2:19]>>[CH2:1]([c:2]1[cH:3][cH:4][cH:5][cH:6][cH:7]1)[CH:8]([CH:9]([CH2:10][Cl:11])[OH:12])[NH:13][C:14]([O:15][CH3:16])=[O:17]. The reactants are COC(=O)NC(Cc1ccccc1)C(=O)CCl, CCO, Cl, O.